Dataset: the Open Reaction Database (ORD), a public repository of structured organic reaction records. Task: describe an organic reaction: reactants, conditions, products, and yield The reactants are N1N=NC2=C1C=CC=C2 (benzotriazole), N1CCOCC1 (morpholine), FC(C=1C=C(CN(C=2N=NN(N2)C)CC2=C(C=O)C=CC(=C2)C(F)(F)F)C=C(C1)C(F)(F)F)(F)F (2-{[(3,5-bis-trifluoromethyl-benzyl)-(2-methyl-2H-tetrazol-5-yl)-amino]-methyl}-4-trifluoromethyl-benzaldehyde), imine. The solvent is C(C)O (ethanol), C(C)O (ethanol). Reaction conditions: time 10 minute. Product: FC(C=1C=C(CN(C=2N=NN(N2)C)CC2=C(C=CC(=C2)C(F)(F)F)C(CC)N2CCOCC2)C=C(C1)C(F)(F)F)(F)F (N-[3,5-Bis(trifluoromethyl)benzyl]-2-methyl-N-[2-(1-morpholin-4-yl-propyl)-5-(trifluoromethyl)benzyl]-2H-tetrazol-5-amine). RXN SMILES: N1[C:5]2C=CC=[CH:9][C:4]=2N=N1.[NH:10]1[CH2:15][CH2:14][O:13][CH2:12][CH2:11]1.FC(F)(F)[C:18]1[CH:19]=[C:20]([CH:42]=[C:43]([C:45]([F:48])([F:47])[F:46])[CH:44]=1)[CH2:21][N:22]([CH2:29][C:30]1[CH:37]=[C:36]([C:38]([F:41])([F:40])[F:39])[CH:35]=[CH:34][C:31]=1C=O)[C:23]1[N:24]=[N:25][N:26]([CH3:28])[N:27]=1>C(O)C>[F:48][C:45]([F:47])([F:46])[C:43]1[CH:42]=[C:20]([CH:19]=[C:18]([C:38]([F:41])([F:40])[F:39])[CH:44]=1)[CH2:21][N:22]([CH2:29][C:30]1[CH:37]=[C:36]([C:38]([F:40])([F:39])[F:41])[CH:35]=[CH:34][C:31]=1[CH:5]([N:10]1[CH2:15][CH2:14][O:13][CH2:12][CH2:11]1)[CH2:4][CH3:9])[C:23]1[N:24]=[N:25][N:26]([CH3:28])[N:27]=1. Procedure: To a solution of benzotriazole (25.6 mg, 0.215 mmoles) in ethanol (2 mL) was added morpholine (18.7 mg, 0.215 mmoles) and the reaction mixture was stirred for 10 minutes at room temperature. A solution of 2-{[(3,5-bis-trifluoromethyl-benzyl)-(2-methyl-2H-tetrazol-5-yl)-amino]-methyl}-4-trifluoromethyl-benzaldehyde (100 mg, 0.195 mmoles) in ethanol (2 mL) was added and the reaction mixture was further stirred for 16 hours. MS indicated formation of the imine intermediate MH+=581.4. The ethanol wa... Starting materials: CCO, N#Cc1[se]c2ncccc2c1N, [Na+], [OH-]. Product: NC(=O)c1[se]c2ncccc2c1N. RXN SMILES: [CH3:13][CH2:14][OH:15].[NH2:1][c:2]1[c:3]([C:11]#[N:12])[se:4][c:5]2[n:6][cH:7][cH:8][cH:9][c:10]12.[Na+:17].[OH-:16]>>[NH2:1][c:2]1[c:3]([C:11]([NH2:12])=[O:15])[se:4][c:5]2[n:6][cH:7][cH:8][cH:9][c:10]12. Starting materials: Nc1ccccc1Cc1ccccc1, CCOC1=NC2Cc3ccccc3C2O1, Cc1ccccc1, CCOCC, O, Cc1ccc(S(=O)(=O)O)cc1. The product is CCOC(=O)NC1Cc2ccccc2C1Nc1ccccc1Cc1ccccc1. Reaction SMILES: [CH2:16]([c:17]1[cH:18][cH:19][cH:20][cH:21][cH:22]1)[c:23]1[c:24]([NH2:25])[cH:26][cH:27][cH:28][cH:29]1.[CH2:1]([CH3:2])[O:3][C:4]1=[N:8][CH:7]2[CH:6]([O:5]1)[c:15]1[c:10]([cH:11][cH:12][cH:13][cH:14]1)[CH2:9]2.[CH3:42][c:43]1[cH:44][cH:45][cH:46][cH:47][cH:48]1.[CH3:49][CH2:50][O:51][CH2:52][CH3:53].[OH2:30].[c:31]1([CH3:32])[cH:33][cH:34][c:35]([S:36]([OH:37])(=[O:38])=[O:39])[cH:40][cH:41]1>>[CH2:1]([CH3:2])[O:3][C:4](=[O:5])[NH:8][CH:7]1[CH:6]([NH:25][c:24]2[c:23]([CH2:16][c:17]3[cH:18][cH:19][cH:20][cH:21][cH:22]3)[cH:29][cH:28][cH:27][cH:26]2)[c:15]2[c:10]([cH:11][cH:12][cH:13][cH:14]2)[CH2:9]1. Starting materials: NCC(C(=O)OC)(C)NC(=O)OCC1=CC=CC=C1 (methyl 3-amino-2-benzyloxycarbonylamino-2-methylpropionate), ClC1=C(C=CC(=C1)Cl)S(=O)(=O)Cl (2,4 dichlorobenzenesulfonyl chloride), CCN(C(C)C)C(C)C (DIEA). Run in C(Cl)Cl (DCM). Reaction conditions: time 8 hour. The product is C(C1=CC=CC=C1)OC(=O)NC(C(=O)OC)(CNS(=O)(=O)C1=C(C=C(C=C1)Cl)Cl)C (Methyl 2-benzyloxycarbonylamino-3-(2,4-dichlorobenzenesulfonylamino)-2-methylpropionate). Isolated yield 50.0%. As a reaction SMILES: [NH2:1][CH2:2][C:3]([NH:9][C:10]([O:12][CH2:13][C:14]1[CH:19]=[CH:18][CH:17]=[CH:16][CH:15]=1)=[O:11])([CH3:8])[C:4]([O:6][CH3:7])=[O:5].[Cl:20][C:21]1[CH:26]=[C:25]([Cl:27])[CH:24]=[CH:23][C:22]=1[S:28](Cl)(=[O:30])=[O:29].CCN(C(C)C)C(C)C>C(Cl)Cl>[CH2:13]([O:12][C:10]([NH:9][C:3]([CH3:8])([CH2:2][NH:1][S:28]([C:22]1[CH:23]=[CH:24][C:25]([Cl:27])=[CH:26][C:21]=1[Cl:20])(=[O:30])=[O:29])[C:4]([O:6][CH3:7])=[O:5])=[O:11])[C:14]1[CH:15]=[CH:16][CH:17]=[CH:18][CH:19]=1. Procedure: 0.103 g (0.341 mmol) of methyl 3-amino-2-benzyloxycarbonylamino-2-methylpropionate, 0.109 g (0.443 mmol) of 2,4 dichlorobenzenesulfonyl chloride and 0.237 ml (1.36 mmol) of DIEA are dissolved in 2 ml of DCM. The mixture is stirred at room temperature overnight. 2 ml are added to the reaction solution, and then the organic phase is separated off and dried over MgSO4, and the solvent is removed in vacuo. The crude product is purified by chromatography on 4 g of SiO2, EtOAc/DCM as eluent (gradient ... Starting materials: [BH4-], CC(C)(C)[Si](C)(C)OC(CCl)CC=O, CO, ClCCl, Cc1nc(NC(=O)C2(c3ccc4c(c3)OCO4)CC2)sc1C(N)c1ccccc1Cl, [Na+], O. The product is Cc1nc(NC(=O)C2(c3ccc4c(c3)OCO4)CC2)sc1C(c1ccccc1Cl)N1CCC(O[Si](C)(C)C(C)(C)C)C1. As a reaction SMILES: [BH4-:45].[C:31]([CH3:32])([CH3:33])([CH3:34])[Si:35]([O:36][CH:37]([CH2:38][CH:39]=[O:42])[CH2:41][Cl:40])([CH3:43])[CH3:44].[CH3:50][OH:51].[Cl:47][CH2:48][Cl:49].[NH2:1][CH:2]([c:3]1[c:4]([CH3:23])[n:5][c:6]([NH:8][C:9](=[O:10])[C:11]2([c:14]3[cH:15][c:16]4[c:17]([cH:21][cH:22]3)[O:18][CH2:19][O:20]4)[CH2:12][CH2:13]2)[s:7]1)[c:24]1[c:25]([Cl:30])[cH:26][cH:27][cH:28][cH:29]1.[Na+:46].[OH2:52]>>[N:1]1([CH:2]([c:3]2[c:4]([CH3:23])[n:5][c:6]([NH:8][C:9](=[O:10])[C:11]3([c:14]4[cH:15][c:16]5[c:17]([cH:21][cH:22]4)[O:18][CH2:19][O:20]5)[CH2:12][CH2:13]3)[s:7]2)[c:24]2[c:25]([Cl:30])[cH:26][cH:27][cH:28][cH:29]2)[CH2:39][CH2:38][CH:37]([O:36][Si:35]([C:31]([CH3:32])([CH3:33])[CH3:34])([CH3:43])[CH3:44])[CH2:41]1. Starting materials: CC(C)N, CCO, CC(C)C#CCCNC(=O)c1cnc(OCC2CO2)s1. Yields the product CC(C)C#CCCNC(=O)c1cnc(OCC(O)CNC(C)C)s1. RXN SMILES: [CH3:21][CH:22]([CH3:23])[NH2:24].[CH3:25][CH2:26][OH:27].[O:1]1[CH2:2][CH:3]1[CH2:4][O:5][c:6]1[s:7][c:8]([C:11](=[O:12])[NH:13][CH2:14][CH2:15][C:16]#[C:17][CH:18]([CH3:19])[CH3:20])[cH:9][n:10]1>>[OH:1][CH:3]([CH2:2][NH:24][CH:22]([CH3:21])[CH3:23])[CH2:4][O:5][c:6]1[s:7][c:8]([C:11](=[O:12])[NH:13][CH2:14][CH2:15][C:16]#[C:17][CH:18]([CH3:19])[CH3:20])[cH:9][n:10]1. The reactants are ClC1=CC=C(C=C1)C1=NSC2=C1C=CC(=C2)C#CCCCOS(=O)(=O)C (Methanesulfonic acid 5-[3-(4-chloro-phenyl)-benzo[d]isothiazol-6-yl]-pent-4-ynyl ester), N1CCC1 (Azetidine). The product is N1(CCC1)CCCC#CC1=CC2=C(C(=NS2)C2=CC=C(C=C2)Cl)C=C1 (6-(5-Azetidin-1-yl-pent-1-ynyl)-3-(4-chloro-phenyl)-benzo[d]isothiazole). Reaction SMILES: [Cl:1][C:2]1[CH:7]=[CH:6][C:5]([C:8]2[C:12]3[CH:13]=[CH:14][C:15]([C:17]#[C:18][CH2:19][CH2:20][CH2:21]OS(C)(=O)=O)=[CH:16][C:11]=3[S:10][N:9]=2)=[CH:4][CH:3]=1.[NH:27]1[CH2:30][CH2:29][CH2:28]1>>[N:27]1([CH2:21][CH2:20][CH2:19][C:18]#[C:17][C:15]2[CH:14]=[CH:13][C:12]3[C:8]([C:5]4[CH:6]=[CH:7][C:2]([Cl:1])=[CH:3][CH:4]=4)=[N:9][S:10][C:11]=3[CH:16]=2)[CH2:30][CH2:29][CH2:28]1. Procedure details: According to the method in example 18, Methanesulfonic acid 5-[3-(4-chloro-phenyl)-benzo[d]isothiazol-6-yl]-pent-4-ynyl ester and Azetidine were converted to yield 6-(5-Azetidin-1-yl-pent-1-ynyl)-3-(4-chloro-phenyl)-benzo[d]isothiazole, MS: 367 (MH+).